This data is from the Open Reaction Database (ORD), a public repository of structured organic reaction records. The task is: describe an organic reaction: reactants, conditions, products, and yield Starting materials: C(\C=C/CCCCCC)O (Cis-2-nonenol), C(C)(=O)OC(C)=O (acetic anhydride), N1=CC=CC=C1 (pyridine). The solvent is O (water). Yields the product C(C)(=O)OC\C=C/CCCCCC (cis-2-nonenyl acetate). RXN SMILES: [CH2:1]([OH:10])/[CH:2]=[CH:3]\[CH2:4][CH2:5][CH2:6][CH2:7][CH2:8][CH3:9].[C:11](OC(=O)C)(=[O:13])[CH3:12].N1C=CC=CC=1>O>[C:11]([O:10][CH2:1]/[CH:2]=[CH:3]\[CH2:4][CH2:5][CH2:6][CH2:7][CH2:8][CH3:9])(=[O:13])[CH3:12]. Procedure details: Cis-2-nonenol (2.9 g, 0.03 mole), acetic anhydride (3.1 g, 0.045 mole) and pyridine (15 ml) is heated at reflux for 3 hours. The solution is cooled and diluted with water. The organic layer is separated and washed successively with 3% sulfuric acid, and water. The solution is dried over sodium sulfate and distilled under vacuum to yield cis-2-nonenyl acetate, b.p. 58° - 62°C/0.1 mm. Starting materials: CC=1C=C(C(=O)O)C=C(N1)C (2,6-dimethyl-isonicotinic acid), C(C)(C)(C)OC(=O)NN (hydrazinecarboxylic acid tert-butyl ester), CCN(C(C)C)C(C)C (DIPEA), CN(C)C(=[N+](C)C)ON1C2=C(C=CC=C2)N=N1.[B-](F)(F)(F)F (TBTU). Run in CN(C)C=O (DMF), CC(OCC)=O.C(C)OCC (EA diethyl ether). Conditions: time 2 hour. Product: C(C)(C)(C)OC(=O)NNC(=O)C1=CC(=NC(=C1)C)C (N′-(2,6-dimethyl-pyridine-4-carbonyl)-hydrazinecarboxylic acid tert-butyl ester). The yield is 100.2%. Reaction SMILES: [CH3:1][C:2]1[CH:3]=[C:4]([CH:8]=[C:9]([CH3:11])[N:10]=1)[C:5]([OH:7])=O.[C:12]([O:16][C:17]([NH:19][NH2:20])=[O:18])([CH3:15])([CH3:14])[CH3:13].CCN(C(C)C)C(C)C.CN(C(ON1N=NC2C=CC=CC1=2)=[N+](C)C)C.[B-](F)(F)(F)F>CN(C=O)C.CC(=O)OCC.C(OCC)C>[C:12]([O:16][C:17]([NH:19][NH:20][C:5]([C:4]1[CH:8]=[C:9]([CH3:11])[N:10]=[C:2]([CH3:1])[CH:3]=1)=[O:7])=[O:18])([CH3:15])([CH3:14])[CH3:13] |f:3.4,6.7|. Procedure details: To a solution of 2,6-dimethyl-isonicotinic acid (1.59 g, 10.5 mmol), hydrazinecarboxylic acid tert-butyl ester (1.42 g, 10.7 mmol) and DIPEA (6.06 g, 31.5 mmol) in DMF (33 mL), TBTU (4.05 g, 12.6 mmol) is added. The suspension is stirred at rt for 2 h before it is diluted with EA:diethyl ether 1:1 and washed with 1 N aq. NaOH solution. The washing is extracted three times with DCM, acidified and extracted again with DCM. The combined org. extracts are dried over MgSO4, filtered and concentrated ... The reactants are [Al+3], CCC(CC)Nc1cc(C)nc(Nc2c(C)cc(C)cc2C)c1C(=O)O, CCOCC, Cl[Al](Cl)Cl, [H-], [H-], [H-], [H-], [Li+]. The product is CCC(CC)Nc1cc(C)nc(Nc2c(C)cc(C)cc2C)c1C. RXN SMILES: [Al+3:28].[CH2:1]([CH3:2])[CH:3]([CH2:4][CH3:5])[NH:6][c:7]1[cH:8][c:9]([CH3:26])[n:10][c:11]([NH:16][c:17]2[c:18]([CH3:25])[cH:19][c:20]([CH3:24])[cH:21][c:22]2[CH3:23])[c:12]1[C:13]([OH:14])=[O:15].[CH3:33][CH2:34][O:35][CH2:36][CH3:37].[Cl:38][Al:39]([Cl:40])[Cl:41].[H-:27].[H-:30].[H-:31].[H-:32].[Li+:29]>>[CH2:1]([CH3:2])[CH:3]([CH2:4][CH3:5])[NH:6][c:7]1[cH:8][c:9]([CH3:26])[n:10][c:11]([NH:16][c:17]2[c:18]([CH3:25])[cH:19][c:20]([CH3:24])[cH:21][c:22]2[CH3:23])[c:12]1[CH3:13]. Starting materials: C1(CC1)N(C(=O)[C@H]1CNCC[C@@H]1C1=CC=C(C=C1)OCCOC1=C(C=C(C=C1Cl)C)Cl)CC=1C=C(OC[C@H]2[C@@H](C2)C(=O)O)C=C(C1)CCCOC ((1R,2R)-2-{[3-({cyclopropyl[((3R,4S)-4-{4-[2-(2,6-dichloro-4-methylphenoxy)ethoxy]phenyl}piperidin-3-yl)carbonyl]amino}methyl)-5-(3-methoxypropyl)phenoxy]methyl}cyclopropanecarboxylic acid), [N+](=[N-])=C (diazomethane). Solvent: CCOCC (ether). Product: C1(CC1)N(C(=O)[C@H]1CNCC[C@@H]1C1=CC=C(C=C1)OCCOC1=C(C=C(C=C1Cl)C)Cl)CC=1C=C(OC[C@H]2[C@@H](C2)C(=O)OC)C=C(C1)CCCOC (Methyl (1R,2R)-2-{[3-({cyclopropyl[((3R,4S)-4-{4-[2-(2,6-dichloro-4-methyl-phenoxy)ethoxy]phenyl}piperidin-3-yl)carbonyl]amino}methyl)-5-(3-methoxy-propyl)phenoxy]methyl}cyclopropanecarboxylate). RXN SMILES: [CH:1]1([N:4]([CH2:32][C:33]2[CH:34]=[C:35]([CH:44]=[C:45]([CH2:47][CH2:48][CH2:49][O:50][CH3:51])[CH:46]=2)[O:36][CH2:37][C@@H:38]2[CH2:40][C@H:39]2[C:41]([OH:43])=[O:42])[C:5]([C@@H:7]2[C@@H:12]([C:13]3[CH:18]=[CH:17][C:16]([O:19][CH2:20][CH2:21][O:22][C:23]4[C:28]([Cl:29])=[CH:27][C:26]([CH3:30])=[CH:25][C:24]=4[Cl:31])=[CH:15][CH:14]=3)[CH2:11][CH2:10][NH:9][CH2:8]2)=[O:6])[CH2:3][CH2:2]1.[N+](=[CH2:54])=[N-]>CCOCC>[CH:1]1([N:4]([CH2:32][C:33]2[CH:34]=[C:35]([CH:44]=[C:45]([CH2:47][CH2:48][CH2:49][O:50][CH3:51])[CH:46]=2)[O:36][CH2:37][C@@H:38]2[CH2:40][C@H:39]2[C:41]([O:43][CH3:54])=[O:42])[C:5]([C@@H:7]2[C@@H:12]([C:13]3[CH:14]=[CH:15][C:16]([O:19][CH2:20][CH2:21][O:22][C:23]4[C:28]([Cl:29])=[CH:27][C:26]([CH3:30])=[CH:25][C:24]=4[Cl:31])=[CH:17][CH:18]=3)[CH2:11][CH2:10][NH:9][CH2:8]2)=[O:6])[CH2:3][CH2:2]1. Procedure: To a solution of (1R,2R)-2-{[3-({cyclopropyl[((3R,4S)-4-{4-[2-(2,6-dichloro-4-methylphenoxy)ethoxy]phenyl}piperidin-3-yl)carbonyl]amino}methyl)-5-(3-methoxypropyl)phenoxy]methyl}cyclopropanecarboxylic acid (1 eq., neutral form) from Example 2 was added a solution of diazomethane in ether until a faint yellow color persisted. The solvent was evaporated by a stream of nitrogen gas. The residue was purified by flash column chromatography (SiO2, 10% MeOH in DCM plus 1% aqueous NH4OH) afford the titl... Reported procedure: To a suspension of 7-bromo-1-fluoro-3-(neopentyloxy)-5H-chromeno[2,3-c]pyridin-5-one (1000 mg, 2.63 mmol) in THF (25 mL) at −40° C. was added drop wise ((trimethylsilyl)methyl)lithium (1.0M solution in pentane; 3.95 mL, 3.95 mmol). After 10 min, TFA (0.304 mL, 3.95 mmol) was added drop wise and the reaction mixture was allowed to warm to rt Additional 1 ml of TFA was added and the reaction mixture was allowed to stir for 1 hour at P. An aqueous, saturated K2CO3 solution was added, followed by Et... As a reaction SMILES: [Br:1][C:2]1[CH:3]=[C:4]2[C:20](=[CH:21][CH:22]=1)[O:19][C:7]1[C:8]([F:18])=[N:9][C:10]([O:12][CH2:13][C:14]([CH3:17])([CH3:16])[CH3:15])=[CH:11][C:6]=1[C:5]2=O.[CH3:24][Si](C[Li])(C)C.C(O)(C(F)(F)F)=O.C([O-])([O-])=O.[K+].[K+]>C1COCC1.CCOC(C)=O>[Br:1][C:2]1[CH:3]=[C:4]2[C:20](=[CH:21][CH:22]=1)[O:19][C:7]1[C:8]([F:18])=[N:9][C:10]([O:12][CH2:13][C:14]([CH3:17])([CH3:16])[CH3:15])=[CH:11][C:6]=1[C:5]2=[CH2:24] |f:3.4.5|. Solvent: CCOC(=O)C (EtOAc), C1CCOC1 (THF). Starting materials: C(=O)(C(F)(F)F)O (TFA), BrC=1C=C2C(C3=C(C(=NC(=C3)OCC(C)(C)C)F)OC2=CC1)=O (7-bromo-1-fluoro-3-(neopentyloxy)-5H-chromeno[2,3-c]pyridin-5-one), C[Si](C)(C)C[Li] (((trimethylsilyl)methyl)lithium), C(=O)(C(F)(F)F)O (TFA), C(=O)([O-])[O-].[K+].[K+] (K2CO3). The yield is 100.0%. Reaction conditions: time 10 minute. Yields the product BrC=1C=C2C(C3=C(C(=NC(=C3)OCC(C)(C)C)F)OC2=CC1)=C (7-bromo-1-fluoro-5-methylene-3-(neopentyloxy)-5H-chromeno[2,3-c]pyridine). Starting materials: CCc1ccc(C(O)COc2ccc(C=O)cc2)nc1, ClC(Cl)Cl, O, BrP(Br)Br. Yields the product CCc1ccc(C(Br)COc2ccc(C=O)cc2)nc1. Reaction SMILES: [CH2:5]([CH3:6])[c:7]1[cH:8][cH:9][c:10]([CH:13]([CH2:14][O:15][c:16]2[cH:17][cH:18][c:19]([CH:20]=[O:21])[cH:22][cH:23]2)[OH:24])[n:11][cH:12]1.[CH:26]([Cl:27])([Cl:28])[Cl:29].[OH2:25].[P:1]([Br:2])([Br:3])[Br:4]>>[Br:2][CH:13]([c:10]1[cH:9][cH:8][c:7]([CH2:5][CH3:6])[cH:12][n:11]1)[CH2:14][O:15][c:16]1[cH:17][cH:18][c:19]([CH:20]=[O:21])[cH:22][cH:23]1.